Dataset: the Open Reaction Database (ORD), a public repository of structured organic reaction records. Task: describe an organic reaction: reactants, conditions, products, and yield The reactants are C(C)(C)(C)OC(=O)N1CCC(CC1)C#CCO (4-(3-Hydroxy-prop-1-ynyl)-piperidine-1-carboxylic acid tert-butyl ester). Reagents/catalysts: O=[Pt]=O.O (PtO2.H2O). Run in C(C)O (ethanol). Yields the product C(C)(C)(C)OC(=O)N1CCC(CC1)CCCO (4-(3-Hydroxy-propyl)-piperidine-1-carboxylic acid tert-butyl ester). Isolated yield 99.3%. RXN SMILES: [C:1]([O:5][C:6]([N:8]1[CH2:13][CH2:12][CH:11]([C:14]#[C:15][CH2:16][OH:17])[CH2:10][CH2:9]1)=[O:7])([CH3:4])([CH3:3])[CH3:2]>C(O)C.O=[Pt]=O.O>[C:1]([O:5][C:6]([N:8]1[CH2:13][CH2:12][CH:11]([CH2:14][CH2:15][CH2:16][OH:17])[CH2:10][CH2:9]1)=[O:7])([CH3:4])([CH3:3])[CH3:2] |f:2.3|. Reported procedure: 1.63 g (6.83 mmol) of 4-(3-Hydroxy-prop-1-ynyl)-piperidine-1-carboxylic acid tert-butyl ester was dissolved in 50 ml of ethanol, treated with 350 mg of PtO2.H2O and hydrogenated (1 atm) for 7 h. The reaction was filtered and evaporated to give 1.65 g (99%) of 4-(3-Hydroxy-propyl)-piperidine-1-carboxylic acid tert-butyl ester, MS: 244 (MH1, 1Cl). Reactants: COCCCCBr, [Cl-], ClCCCl, [Mg], O=C1C2=NCCCN2c2ccccc21, [NH4+]. Product: COCCCCC1(O)C2=NCCCN2c2ccccc21. As a reaction SMILES: [Br:1][CH2:2][CH2:3][CH2:4][CH2:5][O:6][CH3:7].[Cl-:23].[Cl:25][CH2:26][CH2:27][Cl:28].[Mg:8].[N:9]1=[C:14]2[N:13]([CH2:12][CH2:11][CH2:10]1)[c:21]1[c:16]([cH:17][cH:18][cH:19][cH:20]1)[C:15]2=[O:22].[NH4+:24]>>[CH2:2]([CH2:3][CH2:4][CH2:5][O:6][CH3:7])[C:15]1([OH:22])[C:14]2=[N:9][CH2:10][CH2:11][CH2:12][N:13]2[c:21]2[c:16]1[cH:17][cH:18][cH:19][cH:20]2. Reactants: CNS(=O)(=O)C=1C=C2CC(NC2=CC1)=O (5-Methylaminosulfonyl-2-oxindole), N1C=C(C2=CC=CC=C12)C=O (indole-3-carboxaldehyde). Yields the product CNS(=O)(=O)C=1C=C2C(C(NC2=CC1)=O)=CC1=CNC2=CC=CC=C12 (3-(1H-Indol-3-ylmethylene)-2-oxo-2,3-dihydro-1H-indole-5-sulfonic acid methylamide). As a reaction SMILES: [CH3:1][NH:2][S:3]([C:6]1[CH:7]=[C:8]2[C:12](=[CH:13][CH:14]=1)[NH:11][C:10](=[O:15])[CH2:9]2)(=[O:5])=[O:4].[NH:16]1[C:24]2[C:19](=[CH:20][CH:21]=[CH:22][CH:23]=2)[C:18]([CH:25]=O)=[CH:17]1>>[CH3:1][NH:2][S:3]([C:6]1[CH:7]=[C:8]2[C:12](=[CH:13][CH:14]=1)[NH:11][C:10](=[O:15])[C:9]2=[CH:25][C:18]1[C:19]2[C:24](=[CH:23][CH:22]=[CH:21][CH:20]=2)[NH:16][CH:17]=1)(=[O:5])=[O:4]. Procedure: 5-Methylaminosulfonyl-2-oxindole was condensed with indole-3-carboxaldehyde to give the title compound. The reactants are BrCCBr, O=C([O-])[O-], CS(=O)(=O)c1ccc(O)cc1, CC#N, [Cs+], [Cs+]. Product: CS(=O)(=O)c1ccc(OCCBr)cc1. As a reaction SMILES: [Br:18][CH2:19][CH2:20][Br:21].[C:12](=[O:13])([O-:14])[O-:15].[CH3:1][S:2](=[O:3])(=[O:4])[c:5]1[cH:6][cH:7][c:8]([OH:11])[cH:9][cH:10]1.[CH3:22][C:23]#[N:24].[Cs+:16].[Cs+:17]>>[CH3:1][S:2](=[O:3])(=[O:4])[c:5]1[cH:6][cH:7][c:8]([O:11][CH2:20][CH2:19][Br:18])[cH:9][cH:10]1. Reactants: C(C)N(C\C=C\C#CC(C)(C)OC)CC1=NC=CC(=C1)CO ((E)-N-ethyl-N-(6-methoxy-6-methyl-2-hepten-4-ynyl)-4-hydroxymethyl-2-pyridylmethylamine), [H-].[Na+] (sodium hydride), ice water, C(C)OCC (ethyl ether), BrC/C=C/C1=CSC=C1 ((E)-3-bromo-1-(3-thienyl)-1-propene). Run in O1CCCC1 (tetrahydrofuran), O1CCCC1 (tetrahydrofuran), O1CCCC1 (tetrahydrofuran). Run at time 20 minute. The product is C(C)N(C\C=C\C#CC(C)(C)OC)CC1=NC=CC(=C1)COC\C=C\C1=CSC=C1 ((E,E)-N-ethyl-N-(6-methoxy-6-methyl-2-hepten-4-ynyl)-4-[3-(3-thienyl)-2-propenoxymethyl]-2-pyridylmethylamine). Yield: 53.6%. As a reaction SMILES: [H-].[Na+].[CH2:3]([N:5]([CH2:16][C:17]1[CH:22]=[C:21]([CH2:23][OH:24])[CH:20]=[CH:19][N:18]=1)[CH2:6]/[CH:7]=[CH:8]/[C:9]#[C:10][C:11]([O:14][CH3:15])([CH3:13])[CH3:12])[CH3:4].Br[CH2:26]/[CH:27]=[CH:28]/[C:29]1[CH:33]=[CH:32][S:31][CH:30]=1.C(OCC)C>O1CCCC1>[CH2:3]([N:5]([CH2:16][C:17]1[CH:22]=[C:21]([CH2:23][O:24][CH2:26]/[CH:27]=[CH:28]/[C:29]2[CH:33]=[CH:32][S:31][CH:30]=2)[CH:20]=[CH:19][N:18]=1)[CH2:6]/[CH:7]=[CH:8]/[C:9]#[C:10][C:11]([O:14][CH3:15])([CH3:13])[CH3:12])[CH3:4] |f:0.1|. Procedure details: 11.6 mg of 60% oily sodium hydride was suspended in 0.5 ml of tetrahydrofuran at 0 ° C., under a nitrogen atmosphere, and a tetrahydrofuran solution( 2 ml) of 87.5 mg of (E)-N-ethyl-N-(6-methoxy-6-methyl-2-hepten-4-ynyl)-4-hydroxymethyl-2-pyridylmethylamine was added dropwise. The mixture was stirred for 20 minutes, and a tetrahydrofuran solution (1 ml) of 50 mg of (E)-3-bromo-1-(3-thienyl)-1-propene was added dropwise. The mixture was stirred overnight at room temperature, and then ice water an... The reactants are CC(C)(C)OC(=O)N[C@H](CCCN=C(N)N[N+](=O)[O-])C(=O)O (Boc-D-Arg (NO2)-OH), ClC1=CC=C(C=C1)CN ((4-chlorophenyl) methylamine), CN(C)C(=[N+](C)C)ON1C2=C(C=CC=C2)N=N1.[B-](F)(F)(F)F (TBTU). Product: ClC1=CC=C(C=C1)CNC([C@H](NC(=O)OC(C)(C)C)CCCNC(=N[N+](=O)[O-])N)=O ((R)-N-[(4-Chlorophenyl) methyl]-N5 -[amino (nitroimino) methyl]-N2 -(tert. -butoxycarbonyl)-ornithinamide). Isolated yield 87.0%. As a reaction SMILES: [CH3:1][C:2]([O:5][C:6]([NH:8][C@@H:9]([C:20]([OH:22])=O)[CH2:10][CH2:11][CH2:12][N:13]=[C:14]([NH:16][N+:17]([O-:19])=[O:18])[NH2:15])=[O:7])([CH3:4])[CH3:3].[Cl:23][C:24]1[CH:29]=[CH:28][C:27]([CH2:30][NH2:31])=[CH:26][CH:25]=1.CN(C(ON1N=NC2C=CC=CC1=2)=[N+](C)C)C.[B-](F)(F)(F)F>>[Cl:23][C:24]1[CH:29]=[CH:28][C:27]([CH2:30][NH:31][C:20](=[O:22])[C@@H:9]([CH2:10][CH2:11][CH2:12][NH:13][C:14]([NH2:15])=[N:16][N+:17]([O-:19])=[O:18])[NH:8][C:6]([O:5][C:2]([CH3:1])([CH3:3])[CH3:4])=[O:7])=[CH:26][CH:25]=1 |f:2.3|. Procedure: Prepared analogously to Example 5d) from Boc-D-Arg (NO2)-OH, (4-chlorophenyl) methylamine and TBTU in a yield of 87% of theory. The reactants are C1(CC=CC1)O (3-cyclopentenol), [Si](C1=CC=CC=C1)(C1=CC=CC=C1)(C(C)(C)C)Cl (t-butyldiphenylsilyl chloride), ( 1 ). Yields the product [Si](C1=CC=CC=C1)(C1=CC=CC=C1)(C(C)(C)C)OC1CC=CC1 (3-cyclopenten-1-yl (t-butyldiphenylsilyl) ether). Yield: 96.6%. RXN SMILES: [CH:1]1([OH:6])[CH2:5][CH:4]=[CH:3][CH2:2]1.[Si:7](Cl)([C:20]([CH3:23])([CH3:22])[CH3:21])([C:14]1[CH:19]=[CH:18][CH:17]=[CH:16][CH:15]=1)[C:8]1[CH:13]=[CH:12][CH:11]=[CH:10][CH:9]=1>>[Si:7]([O:6][CH:1]1[CH2:5][CH:4]=[CH:3][CH2:2]1)([C:20]([CH3:23])([CH3:22])[CH3:21])([C:14]1[CH:15]=[CH:16][CH:17]=[CH:18][CH:19]=1)[C:8]1[CH:13]=[CH:12][CH:11]=[CH:10][CH:9]=1. Procedure details: By using 2.2 g of 3-cyclopentenol prepared according to the method described in J. Org. Chem., 25, 26-29 (1960) and 9.2 g of t-butyldiphenylsilyl chloride and by the same procedures as in (1) of the intermediate preparation example 1, there was obtained 8.15 g of 3-cyclopenten-1-yl (t-butyldiphenylsilyl) ether. Yield 97% The reactants are NC(CC(=O)[O-])C(=O)[O-], O=C([O-])CCC(=O)C(=O)[O-]. Product: O=C([O-])CC(=O)C(=O)[O-], NC(CCC(=O)[O-])C(=O)[O-]. Reaction SMILES: [NH2:1][CH:2]([CH2:3][C:4]([O-:5])=[O:6])[C:7]([O-:8])=[O:9].[O:10]=[C:11]([C:12](=[O:13])[O-:14])[CH2:15][CH2:16][C:17](=[O:18])[O-:19]>>[C:2]([CH2:3][C:4]([O-:5])=[O:6])([C:7]([O-:8])=[O:9])=[O:10].[NH2:1][CH:11]([C:12](=[O:13])[O-:14])[CH2:15][CH2:16][C:17](=[O:18])[O-:19].